This data is from the Open Reaction Database (ORD), a public repository of structured organic reaction records. The task is: describe an organic reaction: reactants, conditions, products, and yield The reactants are CO/C(=C/C(=O)OC)/C1=C(C=CC=C1)C (methyl (E)-β-methoxy-2-methylcinnamate), BrN1C(CCC1=O)=O (N-bromosuccinimide). The solvent is CO (methanol). The product is CO/C(=C/C(=O)OC)/C1=C(C=CC=C1)CBr (methyl (E)-β-methoxy-2-bromomethylcinnamate). RXN SMILES: [CH3:1][O:2]/[C:3](/[C:9]1[CH:14]=[CH:13][CH:12]=[CH:11][C:10]=1[CH3:15])=[CH:4]/[C:5]([O:7][CH3:8])=[O:6].[Br:16]N1C(=O)CCC1=O>CO>[CH3:1][O:2]/[C:3](/[C:9]1[CH:14]=[CH:13][CH:12]=[CH:11][C:10]=1[CH2:15][Br:16])=[CH:4]/[C:5]([O:7][CH3:8])=[O:6]. Procedure details: 200 g (0.97 mol) of methyl (E)-β-methoxy-2-methylcinnamate and 190 g (1.07 mol) of N-bromosuccinimide which has been washed with methanol and dried, in 2 l of dry tetrachloromethane, are irradiated with a 300 watt UV lamp for 75 min, during which the solution begins to reflux. Starting materials: 1d, Cl.BrC=1C=2N(N=C(C1C)Cl)C=CN2 (8-bromo-6-chloro-7-methylimidazo[1,2-b]pyridazine HCl salt), CCOC=1C=CC(=CC1)N (p-Phenetidine), COC1=CC=C(N)C=C1 (p-methoxyaniline), C(=O)([O-])[O-].[K+].[K+] (K2CO3). The solvent is O (H2O), CN1CCCC1=O (NMP). Run at temperature 225 celsius. The product is ClC=1C(=C(C=2N(N1)C=CN2)NC2=CC=C(C=C2)OCC)C (6-chloro-N-(4-ethoxyphenyl)-7-methylimidazo[1,2-b]pyridazin-8-amine). Isolated yield 90.0%. As a reaction SMILES: Cl.Br[C:3]1[C:4]2[N:5]([CH:11]=[CH:12][N:13]=2)[N:6]=[C:7]([Cl:10])[C:8]=1[CH3:9].[CH3:14][CH2:15][O:16][C:17]1[CH:18]=[CH:19][C:20]([NH2:23])=[CH:21][CH:22]=1.COC1C=CC(N)=CC=1.C([O-])([O-])=O.[K+].[K+]>CN1C(=O)CCC1.O>[Cl:10][C:7]1[C:8]([CH3:9])=[C:3]([NH:23][C:20]2[CH:19]=[CH:18][C:17]([O:16][CH2:15][CH3:14])=[CH:22][CH:21]=2)[C:4]2[N:5]([CH:11]=[CH:12][N:13]=2)[N:6]=1 |f:0.1,4.5.6|. Procedure: (1d variation 1) A mixture of 8-bromo-6-chloro-7-methylimidazo[1,2-b]pyridazine HCl salt (30 mg, 0.1 mmol) from 1c, p-methoxyaniline (20 μL, 0.15 mmol) and K2CO3 (75 mg) were suspended in NMP (600 μL) and heated in a microwave at 225° C. for 15 min. The mixture was cooled to room temperature and then treated with H2O (5 mL). The solid that precipitated out was filtered, washed with water and dried to provide 6-chloro-N-(4-ethoxyphenyl)-7-methylimidazo[1,2-b]pyridazin-8-amine (21 mg, >90% pure by...